From a dataset of the Open Reaction Database (ORD), a public repository of structured organic reaction records. describe an organic reaction: reactants, conditions, products, and yield The reactants are N#Cc1cc(Br)c2ccccc2c1, C1COCCO1, CC(N)=S, CN(C)C=O, Cl, O. Product: NC(=S)c1cc(Br)c2ccccc2c1. RXN SMILES: [Br:1][c:2]1[cH:3][c:4]([C:12]#[N:13])[cH:5][c:6]2[cH:7][cH:8][cH:9][cH:10][c:11]12.[CH2:25]1[O:26][CH2:27][CH2:28][O:29][CH2:30]1.[CH3:14][C:15]([NH2:16])=[S:17].[CH3:19][N:20]([CH3:21])[CH:22]=[O:23].[ClH:24].[OH2:18]>>[Br:1][c:2]1[cH:3][c:4]([C:12]([NH2:13])=[S:17])[cH:5][c:6]2[cH:7][cH:8][cH:9][cH:10][c:11]12. Starting materials: C[O-], Cc1ccccc1, CO, Clc1ccc2cccc(OCc3ccccc3)c2n1, [Na+]. Product: COc1ccc2cccc(OCc3ccccc3)c2n1. As a reaction SMILES: [CH3:20][O-:21].[CH3:23][c:24]1[cH:25][cH:26][cH:27][cH:28][cH:29]1.[CH3:30][OH:31].[Cl:1][c:2]1[n:3][c:4]2[c:5]([O:12][CH2:13][c:14]3[cH:15][cH:16][cH:17][cH:18][cH:19]3)[cH:6][cH:7][cH:8][c:9]2[cH:10][cH:11]1.[Na+:22]>>[c:2]1([O:21][CH3:20])[n:3][c:4]2[c:5]([O:12][CH2:13][c:14]3[cH:15][cH:16][cH:17][cH:18][cH:19]3)[cH:6][cH:7][cH:8][c:9]2[cH:10][cH:11]1. The reactants are O=Cc1cc(Br)cc(C2CCC2)c1O, O=C([O-])[O-], COS(=O)(=O)OC, CN(C)C=O, [K+], [K+]. The product is COc1c(C=O)cc(Br)cc1C1CCC1. Reaction SMILES: [Br:1][c:2]1[cH:3][c:4]([CH:11]2[CH2:12][CH2:13][CH2:14]2)[c:5]([OH:10])[c:6]([CH:7]=[O:8])[cH:9]1.[C:15](=[O:16])([O-:17])[O-:18].[CH3:21][O:22][S:23](=[O:24])(=[O:25])[O:26][CH3:27].[CH3:28][N:29]([CH3:30])[CH:31]=[O:32].[K+:19].[K+:20]>>[Br:1][c:2]1[cH:3][c:4]([CH:11]2[CH2:12][CH2:13][CH2:14]2)[c:5]([O:10][CH3:15])[c:6]([CH:7]=[O:8])[cH:9]1. The reactants are BrC1=CC=C(C=C1)[C@H](C)N1C(O[C@@](CC1)(CCO)C1=CC=C(C=C1)F)=O ((S)-3-((S)-1-(4-bromophenyl)ethyl)-6-(4-fluorophenyl)-6-(2-hydroxyethyl)-1,3-oxazinan-2-one), N1C(CNCC1)=O (piperazin-2-one). The product is BrC1=CC=C(C=C1)[C@H](C)N1C(O[C@@](CC1)(CCN1CC(NCC1)=O)C1=CC=C(C=C1)F)=O ((R)-3-((S)-1-(4-bromophenyl)ethyl)-6-(4-fluorophenyl)-6-(2-(3-oxopiperazin-1-yl)ethyl)-1,3-oxazinan-2-one). Reaction SMILES: [Br:1][C:2]1[CH:7]=[CH:6][C:5]([C@@H:8]([N:10]2[CH2:15][CH2:14][C@@:13]([C:19]3[CH:24]=[CH:23][C:22]([F:25])=[CH:21][CH:20]=3)([CH2:16][CH2:17]O)[O:12][C:11]2=[O:26])[CH3:9])=[CH:4][CH:3]=1.[NH:27]1[CH2:32][CH2:31][NH:30][CH2:29][C:28]1=[O:33]>>[Br:1][C:2]1[CH:3]=[CH:4][C:5]([C@@H:8]([N:10]2[CH2:15][CH2:14][C@@:13]([C:19]3[CH:20]=[CH:21][C:22]([F:25])=[CH:23][CH:24]=3)([CH2:16][CH2:17][N:30]3[CH2:31][CH2:32][NH:27][C:28](=[O:33])[CH2:29]3)[O:12][C:11]2=[O:26])[CH3:9])=[CH:6][CH:7]=1. Procedure details: The title compound was prepared from (S)-3-((S)-1-(4-bromophenyl)ethyl)-6-(4-fluorophenyl)-6-(2-hydroxyethyl)-1,3-oxazinan-2-one and piperazin-2-one following procedures analogous to those described in Example 178. LC-MS Method 2 tR=1.117 min, m/z=506; 1H NMR (CDCl3) 1.42 (d, 3H), 2.16-2.35 (m, 5H), 2.75-2.88 (m, 2H), 3.17-3.40 (m, 3H), 3.56-3.80 (m, 4H), 5.45 (m, 1H), 5.61-6.52 (s, 2H), 6.78 (d, 2H), 7.01-7.24 (m, 6H). Starting materials: COC1CCC(CC1)\C=C/1\C(C(C(C1)=O)C1=C(C=C(C=C1C)C)C)=O (4-[1-(4-Methoxy-cyclohexyl)-meth-(E)-ylidene]-2-(2,4,6-trimethyl-phenyl)-cyclopentane-1,3-dione). Reagents/catalysts: [Pd] (palladium on carbon). Solvent: C(C)O (ethanol). Conditions: time 3 hour. Yields the product COC1CCC(CC1)CC1C(C(C(C1)=O)C1=C(C=C(C=C1C)C)C)=O (4-(4-Methoxy-cyclohexylmethyl)-2-(2,4,6-trimethyl-phenyl)-cyclopentane-1,3-dione). Isolated yield 94.2%. Reaction SMILES: [CH3:1][O:2][CH:3]1[CH2:8][CH2:7][CH:6](/[CH:9]=[C:10]2/[C:11](=[O:25])[CH:12]([C:16]3[C:21]([CH3:22])=[CH:20][C:19]([CH3:23])=[CH:18][C:17]=3[CH3:24])[C:13](=[O:15])[CH2:14]/2)[CH2:5][CH2:4]1>[Pd].C(O)C>[CH3:1][O:2][CH:3]1[CH2:8][CH2:7][CH:6]([CH2:9][CH:10]2[CH2:14][C:13](=[O:15])[CH:12]([C:16]3[C:21]([CH3:22])=[CH:20][C:19]([CH3:23])=[CH:18][C:17]=3[CH3:24])[C:11]2=[O:25])[CH2:5][CH2:4]1. Procedure details: To a mixture of 4-[1-(4-Methoxy-cyclohexyl)-meth-(E)-ylidene]-2-(2,4,6-trimethyl-phenyl)-cyclopentane-1,3-dione (150 mg, 0.44 mmol) and ethanol (3.5 ml) is added 5% palladium on carbon (30 mg) and the resulting mixture hydrogenated at 3 bar pressure for 3 hours. The reaction mixture is then filtered through celite and the filtrate concentrated under reduced pressure to give 4-(4-Methoxy-cyclohexylmethyl)-2-(2,4,6-trimethyl-phenyl)-cyclopentane-1,3-dione as a pale yellow solid (142 mg).